From a dataset of the Open Reaction Database (ORD), a public repository of structured organic reaction records. describe an organic reaction: reactants, conditions, products, and yield Starting materials: C1(CCCCCO1)=O (ε-Caprolactone), C1(CCCCCO1)=O (ε-caprolactone), solution, [OH-].[NH4+] (ammonium hydroxide). The product is OCCCCCC(=O)N (6-hydroxycaproamide). RXN SMILES: [C:1]1(=[O:8])[O:7][CH2:6][CH2:5][CH2:4][CH2:3][CH2:2]1.[OH-].[NH4+:10]>>[OH:7][CH2:6][CH2:5][CH2:4][CH2:3][CH2:2][C:1]([NH2:10])=[O:8] |f:1.2|. Procedure: ε-Caprolactone was charged to a flask equipped with a mechanical stirrer and thermometer and cooled in an ice bath to below 5° C. A pre-cooled 30% solution of ammonium hydroxide was added and the reaction temperature was maintained below 5° C. until all ε-caprolactone was consumed as indicated by gas chromatography. The water and excess ammonia were vacuum stripped at 50° C. at the completion of which the acid value was measured to be 2300. The acid by-product was removed via flocculation by add... Reported procedure: Compound 58-2 (3.15 g) was dissolved in methylene chloride (50 ml), triphenylphosphine (4.13 g) and N-bromosuccinimide (2.79 g) were added under ice-cooling, and the mixture was stirred under ice-cooling for 1 hr, and further at room temperature for 3 hr. The reaction mixture was washed with water and saturated brine, and dried over anhydrous magnesium sulfate. The solvent was evaporated under reduced pressure. Diethyl ether (100 ml) was added, and the precipitated triphenylphosphine oxide was f... Isolated yield 87.4%. Conditions: time 3 hour. As a reaction SMILES: [F:1][C:2]([F:15])([F:14])[O:3][C:4]1[CH:5]=[C:6]([CH2:10][CH2:11][CH2:12]O)[CH:7]=[CH:8][CH:9]=1.C1(P(C2C=CC=CC=2)C2C=CC=CC=2)C=CC=CC=1.[Br:35]N1C(=O)CCC1=O>C(Cl)Cl>[Br:35][CH2:12][CH2:11][CH2:10][C:6]1[CH:7]=[CH:8][CH:9]=[C:4]([O:3][C:2]([F:15])([F:14])[F:1])[CH:5]=1. Run in C(Cl)Cl (methylene chloride). Starting materials: C1(=CC=CC=C1)P(C1=CC=CC=C1)C1=CC=CC=C1 (triphenylphosphine), BrN1C(CCC1=O)=O (N-bromosuccinimide), FC(OC=1C=C(C=CC1)CCCO)(F)F (3-(3-trifluoromethoxyphenyl)-1-propanol). Product: BrCCCC1=CC(=CC=C1)OC(F)(F)F (1-(3-bromopropyl)-3-trifluoromethoxybenzene). Reactants: ClCCl, CC(C)(C)[Si](C)(C)OS(=O)(=O)C(F)(F)F, CC(C)(C)[Si](C)(C)Oc1ccc(C2C(CCC(O)c3ccc(F)cc3)C(=O)N2c2ccc(C#CCN)cc2)cc1, Cc1cccc(C)n1. Product: CC(C)(C)[Si](C)(C)Oc1ccc(C2C(CCC(O[Si](C)(C)C(C)(C)C)c3ccc(F)cc3)C(=O)N2c2ccc(C#CCN)cc2)cc1. Reaction SMILES: [CH2:64]([Cl:65])[Cl:66].[F:49][C:50]([F:51])([F:52])[S:53]([O:54][Si:55]([CH3:56])([CH3:57])[C:58]([CH3:59])([CH3:60])[CH3:61])(=[O:62])=[O:63].[NH2:1][CH2:2][C:3]#[C:4][c:5]1[cH:6][cH:7][c:8]([N:11]2[C:12](=[O:40])[CH:13]([CH2:29][CH2:30][CH:31]([OH:32])[c:33]3[cH:34][cH:35][c:36]([F:39])[cH:37][cH:38]3)[CH:14]2[c:15]2[cH:16][cH:17][c:18]([O:21][Si:22]([CH3:23])([CH3:24])[C:25]([CH3:26])([CH3:27])[CH3:28])[cH:19][cH:20]2)[cH:9][cH:10]1.[n:41]1[c:42]([CH3:43])[cH:44][cH:45][cH:46][c:47]1[CH3:48]>>[NH2:1][CH2:2][C:3]#[C:4][c:5]1[cH:6][cH:7][c:8]([N:11]2[C:12](=[O:40])[CH:13]([CH2:29][CH2:30][CH:31]([O:32][Si:55]([CH3:56])([CH3:57])[C:58]([CH3:59])([CH3:60])[CH3:61])[c:33]3[cH:34][cH:35][c:36]([F:39])[cH:37][cH:38]3)[CH:14]2[c:15]2[cH:16][cH:17][c:18]([O:21][Si:22]([CH3:23])([CH3:24])[C:25]([CH3:26])([CH3:27])[CH3:28])[cH:19][cH:20]2)[cH:9][cH:10]1.